Dataset: the Open Reaction Database (ORD), a public repository of structured organic reaction records. Task: describe an organic reaction: reactants, conditions, products, and yield Starting materials: CCCBr, CCOC(=O)c1[nH]c2ccccc2c1CN(Cc1cc(C(F)(F)F)cc(C(F)(F)F)c1)c1nnn(C)n1, [H-], [Na+], CN(C)C=O. Yields the product CCCn1c(C(=O)OCC)c(CN(Cc2cc(C(F)(F)F)cc(C(F)(F)F)c2)c2nnn(C)n2)c2ccccc21. RXN SMILES: [Br:40][CH2:41][CH2:42][CH3:43].[CH2:3]([CH3:4])[O:5][C:6](=[O:7])[c:8]1[nH:9][c:10]2[cH:11][cH:12][cH:13][cH:14][c:15]2[c:16]1[CH2:17][N:18]([c:19]1[n:20][n:21][n:22]([CH3:24])[n:23]1)[CH2:25][c:26]1[cH:27][c:28]([C:36]([F:37])([F:38])[F:39])[cH:29][c:30]([C:32]([F:33])([F:34])[F:35])[cH:31]1.[H-:2].[Na+:1].[O:44]=[CH:45][N:46]([CH3:47])[CH3:48]>>[CH2:3]([CH3:4])[O:5][C:6](=[O:7])[c:8]1[n:9]([CH2:41][CH2:42][CH3:43])[c:10]2[cH:11][cH:12][cH:13][cH:14][c:15]2[c:16]1[CH2:17][N:18]([c:19]1[n:20][n:21][n:22]([CH3:24])[n:23]1)[CH2:25][c:26]1[cH:27][c:28]([C:36]([F:37])([F:38])[F:39])[cH:29][c:30]([C:32]([F:33])([F:34])[F:35])[cH:31]1. Starting materials: O=C(Cl)c1ccccc1, [Na+], [OH-], O, COc1ccc(C=O)cc1O. The product is COc1ccc(C=O)cc1OC(=O)c1ccccc1. RXN SMILES: [C:14]([c:15]1[cH:16][cH:17][cH:18][cH:19][cH:20]1)(=[O:21])[Cl:22].[Na+:13].[OH-:12].[OH2:23].[OH:1][c:2]1[cH:3][c:4]([CH:5]=[O:6])[cH:7][cH:8][c:9]1[O:10][CH3:11]>>[O:1]([c:2]1[cH:3][c:4]([CH:5]=[O:6])[cH:7][cH:8][c:9]1[O:10][CH3:11])[C:14]([c:15]1[cH:16][cH:17][cH:18][cH:19][cH:20]1)=[O:21]. The reactants are CC1=C(C(=O)O)C(=CC=C1)[N+](=O)[O-] (2-Methyl-6-nitrobenzoic acid), C[Si](C)(C)C=[N+]=[N-] (trimethylsilyldiazomethane). Product: CC1=C(C(=O)OC)C(=CC=C1)[N+](=O)[O-] (methyl 2-methyl-6-nitrobenzoate). As a reaction SMILES: [CH3:1][C:2]1[CH:10]=[CH:9][CH:8]=[C:7]([N+:11]([O-:13])=[O:12])[C:3]=1[C:4]([OH:6])=[O:5].[CH3:14][Si](C=[N+]=[N-])(C)C>>[CH3:1][C:2]1[CH:10]=[CH:9][CH:8]=[C:7]([N+:11]([O-:13])=[O:12])[C:3]=1[C:4]([O:6][CH3:14])=[O:5]. Procedure details: 2-Methyl-6-nitrobenzoic acid is reacted with trimethylsilyldiazomethane to yield methyl 2-methyl-6-nitrobenzoate with m.p. 44–45° (Chem. Pharm. Bull., Vol. 29, 1475 (1981)). Methyl 2-methyl-6-nitrobenzoate is hydrogenated in methanol in the presence of palladium, 10% on carbon powder, at room temperature and atmospheric pressure to give methyl 2-methyl-6-aminobenzoate. Starting materials: CO, C[Si](C)(C)C#Cc1ccc(OCCO)c(C2NC(=O)CC(c3cccc(Cl)c3)C23C(=O)Nc2cc(Cl)ccc23)c1F, [F-], [K+]. Product: C#Cc1ccc(OCCO)c(C2NC(=O)CC(c3cccc(Cl)c3)C23C(=O)Nc2cc(Cl)ccc23)c1F. As a reaction SMILES: [CH3:44][OH:45].[Cl:1][c:2]1[cH:3][cH:4][c:5]2[c:9]([cH:10]1)[NH:8][C:7](=[O:11])[C:6]21[CH:12]([c:25]2[c:26]([F:41])[c:27]([C:35]#[C:36][Si:37]([CH3:38])([CH3:39])[CH3:40])[cH:28][cH:29][c:30]2[O:31][CH2:32][CH2:33][OH:34])[NH:13][C:14](=[O:24])[CH2:15][CH:16]1[c:17]1[cH:18][c:19]([Cl:23])[cH:20][cH:21][cH:22]1.[F-:42].[K+:43]>>[Cl:1][c:2]1[cH:3][cH:4][c:5]2[c:9]([cH:10]1)[NH:8][C:7](=[O:11])[C:6]21[CH:12]([c:25]2[c:26]([F:41])[c:27]([C:35]#[CH:36])[cH:28][cH:29][c:30]2[O:31][CH2:32][CH2:33][OH:34])[NH:13][C:14](=[O:24])[CH2:15][CH:16]1[c:17]1[cH:18][c:19]([Cl:23])[cH:20][cH:21][cH:22]1. Reactants: COc1ccc(C(O)C2=CCCCc3c2cc(OC)c(OC)c3OC)c(OCc2ccccc2)c1OCc1ccccc1, ClCCl, [Na+], [OH-], O. Product: COc1ccc(C(=O)C2=CCCCc3c2cc(OC)c(OC)c3OC)c(OCc2ccccc2)c1OCc1ccccc1. As a reaction SMILES: [CH2:1]([c:2]1[cH:3][cH:4][cH:5][cH:6][cH:7]1)[O:8][c:9]1[c:10]([CH:25]([OH:26])[C:27]2=[CH:28][CH2:29][CH2:30][CH2:31][c:32]3[c:33]2[cH:34][c:35]([O:42][CH3:43])[c:36]([O:40][CH3:41])[c:37]3[O:38][CH3:39])[cH:11][cH:12][c:13]([O:23][CH3:24])[c:14]1[O:15][CH2:16][c:17]1[cH:18][cH:19][cH:20][cH:21][cH:22]1.[Cl:47][CH2:48][Cl:49].[Na+:46].[OH-:45].[OH2:44]>>[CH2:1]([c:2]1[cH:3][cH:4][cH:5][cH:6][cH:7]1)[O:8][c:9]1[c:10]([C:25](=[O:26])[C:27]2=[CH:28][CH2:29][CH2:30][CH2:31][c:32]3[c:33]2[cH:34][c:35]([O:42][CH3:43])[c:36]([O:40][CH3:41])[c:37]3[O:38][CH3:39])[cH:11][cH:12][c:13]([O:23][CH3:24])[c:14]1[O:15][CH2:16][c:17]1[cH:18][cH:19][cH:20][cH:21][cH:22]1. Reactants: [NH4+], [OH-], COC(=O)c1ccnnc1. The product is NC(=O)c1ccnnc1. Reaction SMILES: [NH4+:11].[OH-:12].[n:1]1[n:2][cH:3][c:4]([C:7]([O:9][CH3:8])=[O:10])[cH:5][cH:6]1>>[n:1]1[n:2][cH:3][c:4]([C:7](=[O:9])[NH2:11])[cH:5][cH:6]1.